The task is: describe an organic reaction: reactants, conditions, products, and yield. This data is from the Open Reaction Database (ORD), a public repository of structured organic reaction records. The reactants are C(C1=CC=CC=C1)(=O)O (benzoic acid), C(C)#N (acetonitrile), N,N'carbonyldiimidazole, NC1=NC2=NC(=CC=C2C=C1)OC1=CC=C(C=C1)OC (2-amino-7-(4-methoxyphenoxy)-1,8-naphthyridine). Yield: 73.8%. Run at temperature 4 celsius. RXN SMILES: [C:1]([OH:9])(=O)[C:2]1[CH:7]=[CH:6][CH:5]=[CH:4][CH:3]=1.[NH2:10][C:11]1[CH:20]=[CH:19][C:18]2[C:13](=[N:14][C:15]([O:21][C:22]3[CH:27]=[CH:26][C:25]([O:28][CH3:29])=[CH:24][CH:23]=3)=[CH:16][CH:17]=2)[N:12]=1.C(#N)C>O>[CH3:29][O:28][C:25]1[CH:26]=[CH:27][C:22]([O:21][C:15]2[N:14]=[C:13]3[C:18]([CH:19]=[CH:20][C:11]([NH:10][C:1](=[O:9])[C:2]4[CH:3]=[CH:4][CH:5]=[CH:6][CH:7]=4)=[N:12]3)=[CH:17][CH:16]=2)=[CH:23][CH:24]=1. Procedure: The procedure is similar to that described in Example 1, but starting with benzoic acid (11 g), N,N'carbonyldiimidazole (16.2 g) and 2-amino-7-(4-methoxyphenoxy)-1,8-naphthyridine (26.7 g). The product produced by precipitation in water (30.8 g; m.p. approximately 110° C.) is dissolved in boiling acetonitrile (150 cc). After 3 hours' cooling at 4° C., the crystallised solid is separated by filtration, washed with acetonitrile (2×5 cc) and dried at 50° C. under reduced pressure (0.067 kPa). N-[7-... The product is COC1=CC=C(OC2=CC=C3C=CC(=NC3=N2)NC(C2=CC=CC=C2)=O)C=C1 (N-[7-(4-methoxyphenoxy)-1,8-naphthyridin-2-yl]benzamide). The solvent is O (water). Reactants: CO, O=C(O)C(F)(F)F, [H][H], CN1CC(Oc2ccncc2)CC(C(=O)NO)C1C(=O)N1CC=C(c2ccccc2)CC1. Yields the product CN1CC(Oc2ccncc2)CC(C(=O)NO)C1C(=O)N1CCC(c2ccccc2)CC1. As a reaction SMILES: [CH3:42][OH:43].[F:33][C:34]([F:35])([F:36])[C:37]([OH:38])=[O:39].[H:40][H:41].[OH:1][NH:2][C:3](=[O:4])[CH:5]1[CH:6]([C:19](=[O:20])[N:21]2[CH2:22][CH2:23][C:24]([c:27]3[cH:28][cH:29][cH:30][cH:31][cH:32]3)=[CH:25][CH2:26]2)[N:7]([CH3:18])[CH2:8][CH:9]([O:11][c:12]2[cH:13][cH:14][n:15][cH:16][cH:17]2)[CH2:10]1>>[OH:1][NH:2][C:3](=[O:4])[CH:5]1[CH:6]([C:19](=[O:20])[N:21]2[CH2:22][CH2:23][CH:24]([c:27]3[cH:28][cH:29][cH:30][cH:31][cH:32]3)[CH2:25][CH2:26]2)[N:7]([CH3:18])[CH2:8][CH:9]([O:11][c:12]2[cH:13][cH:14][n:15][cH:16][cH:17]2)[CH2:10]1.